This data is from the Open Reaction Database (ORD), a public repository of structured organic reaction records. The task is: describe an organic reaction: reactants, conditions, products, and yield Starting materials: ClC1=CC=C(C=C1)NC(C1=C(C=CC(=C1)Cl)NC(=O)C=1SC=C(C1Cl)CCl)=O (N-(4-chlorophenyl)-2-[((4-(chloromethyl)-3-chlorothiophen-2-yl)carbonyl)amino]-5-chlorobenzamide), CN(CCS)C (2-(dimethylamino)ethanethiol), O (water), C([O-])([O-])=O.[K+].[K+] (potassium carbonate). Solvent: CN(C)C=O (DMF). Reaction conditions: time 24 hour. The product is ClC1=CC=C(C=C1)NC(C1=C(C=CC(=C1)Cl)NC(=O)C=1SC=C(C1Cl)CSCCN(C)C)=O (N-(4-chlorophenyl)-2-[((3-chloro-4-(((2-(dimethylamino)ethyl)thio)methyl)thiophen-2-yl)carbonyl)amino]-5-chlorobenzamide). The yield is 34.4%. As a reaction SMILES: [Cl:1][C:2]1[CH:7]=[CH:6][C:5]([NH:8][C:9](=[O:28])[C:10]2[CH:15]=[C:14]([Cl:16])[CH:13]=[CH:12][C:11]=2[NH:17][C:18]([C:20]2[S:21][CH:22]=[C:23]([CH2:26]Cl)[C:24]=2[Cl:25])=[O:19])=[CH:4][CH:3]=1.[CH3:29][N:30]([CH3:34])[CH2:31][CH2:32][SH:33].C(=O)([O-])[O-].[K+].[K+].O>CN(C=O)C>[Cl:1][C:2]1[CH:7]=[CH:6][C:5]([NH:8][C:9](=[O:28])[C:10]2[CH:15]=[C:14]([Cl:16])[CH:13]=[CH:12][C:11]=2[NH:17][C:18]([C:20]2[S:21][CH:22]=[C:23]([CH2:26][S:33][CH2:32][CH2:31][N:30]([CH3:34])[CH3:29])[C:24]=2[Cl:25])=[O:19])=[CH:4][CH:3]=1 |f:2.3.4|. Procedure details: To a solution of N-(4-chlorophenyl)-2-[((4-(chloromethyl)-3-chlorothiophen-2-yl)carbonyl)amino]-5-chlorobenzamide (0.70 g, 1.5 mmol) in DMF (5 mL) was added 2-(dimethylamino)ethanethiol (2.1 g, 15 mmol), followed by potassium carbonate (1.0 g, 7.2 mmol) and the reaction stirred at ambient temperature. After 24 hours, the mixture was poured into water (100 mL) and the resulting solid collected by filtration, washed with water and dried in vacuo. Purification by flash chromatography on silica gel ... Starting materials: C(C)(=O)NC1=C(C=C(C=C1)[N+](=O)[O-])F (1-acetylamino-2-fluoro-4-nitrobenzene), stainless steel. Reagents/catalysts: [Pd] (palladium-on-charcoal). Run in CO (methanol). Product: NC1=CC(=C(C=C1)NC(C)=O)F (1-amino-4-acetylamino-3-fluorobenzene). RXN SMILES: [C:1]([NH:4][C:5]1[CH:10]=[CH:9][C:8]([N+:11]([O-])=O)=[CH:7][C:6]=1[F:14])(=[O:3])[CH3:2]>[Pd].CO>[NH2:11][C:8]1[CH:9]=[CH:10][C:5]([NH:4][C:1](=[O:3])[CH3:2])=[C:6]([F:14])[CH:7]=1. Procedure: 198 g (1 mol) of 1-acetylamino-2-fluoro-4-nitrobenzene are transferred into a stainless steel autoclave together with 510 ml of methanol, about 3 g of palladium-on-charcoal (5%) are added and catalytic reduction is carried out in the course of 4 hours at 50° C. under a hydrogen pressure of 15 bar. After the catalyst has been removed, 450 ml of methanol are distilled off from the reaction solution in vacuo, the product which has precipitated is filtered off with suction and the residue is washed ... The reactants are OC1=CC(=NC2=CC=CC=C12)C(=O)O (4-Hydroxy-quinoline-2-carboxylic acid), C(C)OC(=O)N1CCN(CC1)C([C@H](CCC(=O)OC(C)(C)C)N)=O (4-((S)-2-Amino-4-tert-butoxycarbonyl-butyryl)-piperazine-1-carboxylic acid ethyl ester), C=1C=CC2=C(C1)N=NN2O (HOBT), C(CCl)Cl (EDC). Solvent: CN(C)C=O (DMF), O (water). Run at time 3 hour. The product is C(C)OC(=O)N1CCN(CC1)C([C@H](CCC(=O)OC(C)(C)C)NC(=O)C1=NC2=CC=CC=C2C(=C1)O)=O (4-{(S)-4-tert-Butoxycarbonyl-2-[(4-hydroxy-quinoline-2-carbonyl)-amino]-butyryl}-piperazine-1-carboxylic acid ethyl ester). RXN SMILES: [OH:1][C:2]1[C:11]2[C:6](=[CH:7][CH:8]=[CH:9][CH:10]=2)[N:5]=[C:4]([C:12]([OH:14])=O)[CH:3]=1.[CH2:15]([O:17][C:18]([N:20]1[CH2:25][CH2:24][N:23]([C:26](=[O:38])[C@@H:27]([NH2:37])[CH2:28][CH2:29][C:30]([O:32][C:33]([CH3:36])([CH3:35])[CH3:34])=[O:31])[CH2:22][CH2:21]1)=[O:19])[CH3:16].C1C=CC2N(O)N=NC=2C=1.C(Cl)CCl>CN(C=O)C.O>[CH2:15]([O:17][C:18]([N:20]1[CH2:21][CH2:22][N:23]([C:26](=[O:38])[C@@H:27]([NH:37][C:12]([C:4]2[CH:3]=[C:2]([OH:1])[C:11]3[C:6](=[CH:7][CH:8]=[CH:9][CH:10]=3)[N:5]=2)=[O:14])[CH2:28][CH2:29][C:30]([O:32][C:33]([CH3:35])([CH3:34])[CH3:36])=[O:31])[CH2:24][CH2:25]1)=[O:19])[CH3:16]. Reported procedure: To a solution of 2.7 g 4-Hydroxy-quinoline-2-carboxylic acid and 5 g of 4-((S)-2-Amino-4-tert-butoxycarbonyl-butyryl)-piperazine-1-carboxylic acid ethyl ester in 25 ml of DMF, 2.2 g of HOBT and 2.8 g of EDC was added and the reaction mixture was stirred for 3 h at RT. Then, the reaction mixture was diluted with water and extracted with DCM. The organic phase was dried over MgSO4 and the solvents were removed under reduced pressure. The crude product was purified by re-crystallisation from n-hept... Starting materials: SC1=NC=CC=N1 (2-mercaptopyrimidine), CN1C=C(C2=CC=CC=C12)C=1C(NC(C1C1=CN(C2=CC=CC=C12)CCCOS(=O)(=O)C)=O)=O (3-(1-methyl-3-indolyl)-4-[1-[3-(methylsulphonyloxy)propyl]-3-indolyl]-1H-pyrrole-2,5-dione). Yields the product CN1C=C(C2=CC=CC=C12)C=1C(NC(C1C1=CN(C2=CC=CC=C12)CCCSC1=NC=CC=N1)=O)=O (3-(1-methyl-3-indolyl)-4-[1-[3-(2-pyrimidinylthio)propyl]-3-indolyl]-1H-pyrrole-2,5-dione). Isolated yield 43.5%. Reaction SMILES: [SH:1][C:2]1[N:7]=[CH:6][CH:5]=[CH:4][N:3]=1.[CH3:8][N:9]1[C:17]2[C:12](=[CH:13][CH:14]=[CH:15][CH:16]=2)[C:11]([C:18]2[C:19](=[O:41])[NH:20][C:21](=[O:40])[C:22]=2[C:23]2[C:31]3[C:26](=[CH:27][CH:28]=[CH:29][CH:30]=3)[N:25]([CH2:32][CH2:33][CH2:34]OS(C)(=O)=O)[CH:24]=2)=[CH:10]1>>[CH3:8][N:9]1[C:17]2[C:12](=[CH:13][CH:14]=[CH:15][CH:16]=2)[C:11]([C:18]2[C:19](=[O:41])[NH:20][C:21](=[O:40])[C:22]=2[C:23]2[C:31]3[C:26](=[CH:27][CH:28]=[CH:29][CH:30]=3)[N:25]([CH2:32][CH2:33][CH2:34][S:1][C:2]3[N:7]=[CH:6][CH:5]=[CH:4][N:3]=3)[CH:24]=2)=[CH:10]1. Procedure: In an analogous manner to that described in Example 59, from 25 mg of 2-mercaptopyrimidine and 100 mg of the product of Example 58, there were obtained 45 mg of 3-(1-methyl-3-indolyl)-4-[1-[3-(2-pyrimidinylthio)propyl]-3-indolyl]-1H-pyrrole-2,5-dione, m.p. 125°-127° C. Reactants: C(=O)(O)[O-].[Na+] (NaHCO3), [Al+3].[Cl-].[Cl-].[Cl-] (AlCl3), C(=O)(C)Cl (AcCl), CN1C(CCC1)CCN1C=2C=CC=CC2C=2C3=C(C=CC12)C(CC3)=O (6-[2-(1-methylpyrrolidin-2-yl)ethyl]-1,6-dihydrocyclopenta[c]carbazol-3(2H)-one). Run in C1(=CC=CC=C1)[N+](=O)[O-] (PhNO2), O (water). Conditions: time 40 minute. Product: C(CCCCCCCCCCCCCCC)C1CC(C=2C=CC=3N(C=4C=CC=CC4C3C21)CCC2N(CCC2)C)=O (cetyl-6-[2-(1-methylpyrrolidin-2-yl)ethyl]-1,6-dihydrocyclopenta[c]carbazol-3 (2H)-one). RXN SMILES: [CH3:1][N:2]1[CH2:6][CH2:5][CH2:4][CH:3]1[CH2:7][CH2:8][N:9]1[C:21]2[CH:20]=[CH:19][C:18]3[C:22](=[O:25])[CH2:23][CH2:24][C:17]=3[C:16]=2[C:15]2[CH:14]=[CH:13][CH:12]=[CH:11][C:10]1=2.[Al+3].[Cl-].[Cl-].[Cl-].[C:30](Cl)([CH3:32])=O.C([O-])(O)=O.[Na+]>C1([N+]([O-])=O)C=CC=CC=1.O>[CH2:22]([CH:24]1[C:17]2[C:16]3[C:15]4[CH:14]=[CH:13][CH:12]=[CH:11][C:10]=4[N:9]([CH2:8][CH2:7][CH:3]4[CH2:4][CH2:5][CH2:6][N:2]4[CH3:1])[C:21]=3[CH:20]=[CH:19][C:18]=2[C:22](=[O:25])[CH2:23]1)[CH2:23][CH2:24][CH2:17][CH2:18][CH2:19][CH2:20][CH2:21][CH2:16][CH2:15][CH2:10][CH2:11][CH2:12][CH2:13][CH2:30][CH3:32] |f:1.2.3.4,6.7|. Procedure: Compound 65 (0.336 g, 1.00 mmol) was dissolved in PhNO2 (7 mL). The solution was cooled down in an ice bath. Then, AlCl3 (0.67 g, 5.02 mmol) and after that, AcCl (0.36 mL, 5.04 mmol) were added. The resulting mixture was kept for 40 min (LC/MS monitoring), diluted with water, neutralized with aqueous NaHCO3 solution, extracted with CHCl3, and evaporated. The product was purified on a short thick column, eluent: 100:0→90:10. Yield of product: 0.307 g (82%) (R); S-isomer was obtained similarly (77... Reported procedure: Prepared using the coupling procedure for Example 13 from 6-bromo-2,4,4-trimethyl-1,4-dihydro-2H-3,1-benzoxazine and 4-bromo-2-cyanofuran. A light brown solid: mp 116-118° C.; 1H-NMR (DMSO-d6) δ 8.43 (s, 1H), 8.06 (s, 1H), 7.38 (d, 1H, J=1.98 Hz), 7.25 (dd, 1H, J=7.93, 1.98 Hz) 6.58 (d, 1H, J=7.93 Hz), 6.37 (s, 1H), 4.77 (q, 1H, J=5.55 Hz), 1.50 (s, 3H), 1.46 (s, 3H), 1.27 (d, 3H, J=5.55 Hz); MS (ES) m/z 269 ([M+H]+); Anal. Calc. For C16H16N2O2: C, 71.62; H, 6.01, N, 10.44. Found: C, 71.55; H, 6... The product is CC1NC2=C(C(O1)(C)C)C=C(C=C2)C=2C=C(OC2)C#N (4-(2,4,4-Trimethyl-1,4-dihydro-2H-3,1-benzoxazin-6-yl)2-furonitrile). As a reaction SMILES: Br[C:2]1[CH:3]=[CH:4][C:5]2[NH:10][CH:9]([CH3:11])[O:8][C:7]([CH3:13])([CH3:12])[C:6]=2[CH:14]=1.Br[C:16]1[CH:17]=[C:18]([C:21]#[N:22])[O:19][CH:20]=1>>[CH3:11][CH:9]1[O:8][C:7]([CH3:13])([CH3:12])[C:6]2[CH:14]=[C:2]([C:16]3[CH:17]=[C:18]([C:21]#[N:22])[O:19][CH:20]=3)[CH:3]=[CH:4][C:5]=2[NH:10]1. The reactants are BrC=1C=CC2=C(C(OC(N2)C)(C)C)C1 (6-bromo-2,4,4-trimethyl-1,4-dihydro-2H-3,1-benzoxazine), BrC=1C=C(OC1)C#N (4-bromo-2-cyanofuran). The reactants are [BH4-], Cc1ccc(OCCc2ccc(C#N)cc2)cc1[N+](=O)[O-], CCOC(C)=O, CCO, [Cu+2], [Na+], O=S(=O)([O-])[O-]. Product: Cc1ccc(OCCc2ccc(C#N)cc2)cc1N. Reaction SMILES: [BH4-:1].[C:3](#[N:4])[c:5]1[cH:6][cH:7][c:8]([CH2:11][CH2:12][O:13][c:14]2[cH:15][c:16]([N+:21]([O-:22])=[O:23])[c:17]([CH3:20])[cH:18][cH:19]2)[cH:9][cH:10]1.[CH3:24][CH2:25][O:26][C:27]([CH3:28])=[O:29].[CH3:30][CH2:31][OH:32].[Cu+2:38].[Na+:2].[S:33]([O-:34])([O-:35])(=[O:36])=[O:37]>>[C:3](#[N:4])[c:5]1[cH:6][cH:7][c:8]([CH2:11][CH2:12][O:13][c:14]2[cH:15][c:16]([NH2:21])[c:17]([CH3:20])[cH:18][cH:19]2)[cH:9][cH:10]1. Yields the product FC(F)(F)c1cc(Br)c2ccccc2n1. Reaction SMILES: [F:1][C:2]([c:3]1[n:4][c:5]2[cH:6][cH:7][cH:8][cH:9][c:10]2[c:11]([OH:13])[cH:12]1)([F:14])[F:15].[P:16]([Br:17])([Br:18])([Br:19])=[O:20]>>[F:1][C:2]([c:3]1[n:4][c:5]2[cH:6][cH:7][cH:8][cH:9][c:10]2[c:11]([Br:18])[cH:12]1)([F:14])[F:15]. Starting materials: Oc1cc(C(F)(F)F)nc2ccccc12, O=P(Br)(Br)Br.